Dataset: the Open Reaction Database (ORD), a public repository of structured organic reaction records. Task: describe an organic reaction: reactants, conditions, products, and yield Starting materials: C(C)(C)(C)OC(NC=1SC=C(N1)CO)=O (t-butyl[4-(hydroxymethyl)-1,3-thiazol-2-yl]carbamate), C(C)N(CC)S(F)(F)F (diethylaminosulfur trifluoride), C([O-])(O)=O.[Na+] (sodium bicarbonate). Solvent: ClCCl (dichloromethane). Conditions: time 30 minute. The product is C(C)(C)(C)OC(NC=1SC=C(N1)CF)=O (t-butyl[4-(fluoromethyl)-1,3-thiazol-2-yl]carbamate). Reaction SMILES: [C:1]([O:5][C:6](=[O:15])[NH:7][C:8]1[S:9][CH:10]=[C:11]([CH2:13]O)[N:12]=1)([CH3:4])([CH3:3])[CH3:2].C(N(S(F)(F)[F:22])CC)C.C(=O)(O)[O-].[Na+]>ClCCl>[C:1]([O:5][C:6](=[O:15])[NH:7][C:8]1[S:9][CH:10]=[C:11]([CH2:13][F:22])[N:12]=1)([CH3:4])([CH3:3])[CH3:2] |f:2.3|. Procedure: To a solution of t-butyl[4-(hydroxymethyl)-1,3-thiazol-2-yl]carbamate (1.21 g) in dichloromethane (15 mL) was added diethylaminosulfur trifluoride (0.73 mL) under cooling in a dry ice-acetone bath, followed by stirring for 30 minutes under cooling as it is in a dry ice acetone bath. To the reaction mixture was added saturated aqueous sodium bicarbonate, followed by extraction with ethyl acetate. The organic layer was washed with saturated brine, dried over anhydrous magnesium sulfate, and then c... RXN SMILES: [C:1]1([CH2:7][O:8][C:9]2[CH:24]=[C:23]([C:25]([N:27]3[CH2:32][CH2:31][CH2:30][CH2:29][CH2:28]3)=[O:26])[C:22]([C:33]([F:36])([F:35])[F:34])=[CH:21][C:10]=2[C:11]([O:13]CC2C=CC=CC=2)=[O:12])[CH:6]=[CH:5][CH:4]=[CH:3][CH:2]=1.[Li+].[OH-].O.Cl>O1CCCC1>[C:1]1([CH2:7][O:8][C:9]2[CH:24]=[C:23]([C:25]([N:27]3[CH2:28][CH2:29][CH2:30][CH2:31][CH2:32]3)=[O:26])[C:22]([C:33]([F:36])([F:34])[F:35])=[CH:21][C:10]=2[C:11]([OH:13])=[O:12])[CH:2]=[CH:3][CH:4]=[CH:5][CH:6]=1 |f:1.2|. The product is C1(=CC=CC=C1)COC1=C(C(=O)O)C=C(C(=C1)C(=O)N1CCCCC1)C(F)(F)F (2-[(Phenylmethyl)oxy]-4-(1-piperidinylcarbonyl)-5-(trifluoromethyl)benzoic acid). The reactants are C1(=CC=CC=C1)COC1=C(C(=O)OCC2=CC=CC=C2)C=C(C(=C1)C(=O)N1CCCCC1)C(F)(F)F (phenylmethyl 2-[(phenylmethyl)oxy]-4-(1-piperidinylcarbonyl)-5-(trifluoromethyl)benzoate), [Li+].[OH-] (LiOH), O (water), Cl (hydrochloric acid). Conditions: temperature 45 celsius, time 18 hour. Procedure: To a solution of phenylmethyl 2-[(phenylmethyl)oxy]-4-(1-piperidinylcarbonyl)-5-(trifluoromethyl)benzoate (may be prepared as described in Description 57; 170 mg, 0.34 mmol) in tetrahydrofuran (4 ml) was added LiOH (24.55 mg, 1.03 mmol) and water (1 ml). The solution was heated at 45° C. for one hour then room temperature for 18 hours. 2M hydrochloric acid (0.51 ml, 1.03 mmol) was added and the solvent removed in vacuo. The residue was partitioned between ethyl acetate (20 ml) and 2M HCl (10 ml)... Solvent: O1CCCC1 (tetrahydrofuran). The reactants are CN(CCN(C=1OC2=C(N1)C=C(C=C2)N)C)C (N*2*-(2-dimethylamino-ethyl)-N*2*-methyl-benzooxazole-2,5-diamine), ClC1=C(C=CC(=C1)Cl)C1=CC=C(C=C1)C(=O)O (2′,4′-dichloro-biphenyl-4-carboxylic acid). The product is Cl.CN(CCN(C=1OC2=C(N1)C=C(C=C2)NC(=O)C2=CC=C(C=C2)C2=C(C=C(C=C2)Cl)Cl)C)C (2′,4′-Dichloro-biphenyl-4-carboxylic acid {2-[(2-dimethylamino-ethyl)-methyl-amino]-benzooxazol-5-yl}-amide Hydrochloride Salt), CN(CCN(C=1OC2=C(N1)C=C(C=C2)NC(=O)C2=CC=C(C=C2)C2=C(C=C(C=C2)Cl)Cl)C)C (2′,4′-dichloro-biphenyl-4-carboxylic acid {2-[(2-dimethylamino-ethyl)-methyl-amino]-benzooxazol-5-yl}-amide). Isolated yield 178.9%. Reaction SMILES: [CH3:1][N:2]([CH3:17])[CH2:3][CH2:4][N:5]([CH3:16])[C:6]1[O:7][C:8]2[CH:14]=[CH:13][C:12]([NH2:15])=[CH:11][C:9]=2[N:10]=1.[Cl:18][C:19]1[CH:24]=[C:23]([Cl:25])[CH:22]=[CH:21][C:20]=1[C:26]1[CH:31]=[CH:30][C:29]([C:32]([OH:34])=[O:33])=[CH:28][CH:27]=1>>[ClH:18].[CH3:1][N:2]([CH3:17])[CH2:3][CH2:4][N:5]([CH3:16])[C:6]1[O:7][C:8]2[CH:14]=[CH:13][C:12]([NH:15][C:32]([C:29]3[CH:30]=[CH:31][C:26]([C:20]4[CH:21]=[CH:22][C:23]([Cl:25])=[CH:24][C:19]=4[Cl:18])=[CH:27][CH:28]=3)=[O:33])=[CH:11][C:9]=2[N:10]=1.[CH3:1][N:2]([CH3:17])[CH2:3][CH2:4][N:5]([CH3:16])[C:6]1[O:7][C:8]2[CH:14]=[CH:13][C:12]([NH:15][C:32]([C:29]3[CH:28]=[CH:27][C:26]([C:20]4[CH:21]=[CH:22][C:23]([Cl:25])=[CH:24][C:19]=4[Cl:18])=[CH:31][CH:30]=3)=[O:34])=[CH:11][C:9]=2[N:10]=1 |f:2.3|. Procedure details: The title compound is prepared by following a procedure analogous to Example 113, Step 1, using N*2*-(2-dimethylamino-ethyl)-N*2*-methyl-benzooxazole-2,5-diamine (0.40 g, 1.71 mmol), and 2′,4′-dichloro-biphenyl-4-carboxylic acid (0.59 g, 2.22 mmol) to afford 2′,4′-dichloro-biphenyl-4-carboxylic acid {2-[(2-dimethylamino-ethyl)-methyl-amino]-benzooxazol-5-yl}-amide (0.64 g, 77%). The prepared material (0.23 g, 0.473 mmol) is dissolved in EtOH and treated with 1.0 M HCl in EtOH (0.45 mL). The reac...